From a dataset of the Open Reaction Database (ORD), a public repository of structured organic reaction records. describe an organic reaction: reactants, conditions, products, and yield Reactants: NC1=NC=CC(=N1)C(=O)NCC=1C=NC(=CC1)OCC(F)(F)F (2-amino-N-((6-(2,2,2-trifluoroethoxy)pyridin-3-yl)methyl)pyrimidine-4-carboxamide), C(C(C)C)(=O)Cl (isobutyryl chloride). Yields the product C(C(C)C)(=O)NC1=NC=CC(=N1)C(=O)NCC=1C=NC(=CC1)OCC(F)(F)F (2-isobutyramido-N-((6-(2,2,2-trifluoroethoxy)pyridin-3-yl)methyl)pyrimidine-4-carboxamide). Reaction SMILES: [NH2:1][C:2]1[N:7]=[C:6]([C:8]([NH:10][CH2:11][C:12]2[CH:13]=[N:14][C:15]([O:18][CH2:19][C:20]([F:23])([F:22])[F:21])=[CH:16][CH:17]=2)=[O:9])[CH:5]=[CH:4][N:3]=1.[C:24](Cl)(=[O:28])[CH:25]([CH3:27])[CH3:26]>>[C:24]([NH:1][C:2]1[N:7]=[C:6]([C:8]([NH:10][CH2:11][C:12]2[CH:13]=[N:14][C:15]([O:18][CH2:19][C:20]([F:22])([F:23])[F:21])=[CH:16][CH:17]=2)=[O:9])[CH:5]=[CH:4][N:3]=1)(=[O:28])[CH:25]([CH3:27])[CH3:26]. Reported procedure: The title compound is prepared from 2-amino-N-((6-(2,2,2-trifluoroethoxy)pyridin-3-yl)methyl)pyrimidine-4-carboxamide (17 mg, 0.05 mmol, Step-1) and isobutyryl chloride (17 mg, 0.16 mmol) according to the procedure similar to that described in Step-2 of Example 8. Run in C=1(C(=CC=CC1)C)C (xylene). Run at time 10 minute. Product: C(C)(C)NC1=NC(=NC(=N1)NC(C)C)N1C(CCCC1(C)C)(C)C (2,4-bis-isopropylamino-6-(2,2,6,6-tetramethylpiperidin-1-yl)-1,3,5-triazine). Starting materials: ClC1=NC(=NC(=N1)Cl)N1C(CCCC1(C)C)(C)C (2,4-dichloro-6-(2,2,6,6-tetramethylpiperidin-1-yl)-1,3,5-triazine), C(C)(C)N (isopropylamine). As a reaction SMILES: Cl[C:2]1[N:7]=[C:6](Cl)[N:5]=[C:4]([N:9]2[C:14]([CH3:16])([CH3:15])[CH2:13][CH2:12][CH2:11][C:10]2([CH3:18])[CH3:17])[N:3]=1.[CH:19]([NH2:22])([CH3:21])[CH3:20]>C1(C)C(C)=CC=CC=1>[CH:19]([NH:22][C:2]1[N:7]=[C:6]([NH:9][CH:10]([CH3:17])[CH3:11])[N:5]=[C:4]([N:9]2[C:14]([CH3:16])([CH3:15])[CH2:13][CH2:12][CH2:11][C:10]2([CH3:18])[CH3:17])[N:3]=1)([CH3:21])[CH3:20]. Procedure: 43.4 g of 2,4-dichloro-6-(2,2,6,6-tetramethylpiperidin-1-yl)-1,3,5-triazine are heated in an autoclave to 160° for 8 hours with 39.0 g of isopropylamine in 200 ml of xylene. After cooling to room temperature, the autoclave contents are washed three times, each with 100 ml of water, and the yellowish xylene solution is dried over sodium sulfate, stirred for 10 minutes with 5 g of Tonsil Optimum (bleaching earth), filtered and evaporated. The 2,4-bis-isopropylamino-6-(2,2,6,6-tetramethylpiperidin-... RXN SMILES: [N+:1]([C:4]1[CH:5]=[CH:6][C:7]([Cl:12])=[C:8]([CH:11]=1)[CH:9]=O)([O-:3])=[O:2].Cl.[NH2:14][CH2:15][CH2:16][SH:17].C([BH3-])#N.[Na+].C(O)(=O)C>CO>[ClH:12].[Cl:12][C:7]1[CH:6]=[CH:5][C:4]([N+:1]([O-:3])=[O:2])=[CH:11][C:8]=1[CH2:9][NH:14][CH2:15][CH2:16][SH:17] |f:1.2,3.4,7.8|. Product: Cl.ClC1=C(CNCCS)C=C(C=C1)[N+](=O)[O-] (2-(2-chloro-5-nitro-benzylamino)-ethanethiol hydrochloride). Conditions: time 24 hour. The reactants are [N+](=O)([O-])C=1C=CC(=C(C=O)C1)Cl (5-nitro-2-chloro-benzaldehyde), Cl.NCCS (2-aminoethanethiol hydrochloride), C(#N)[BH3-].[Na+] (sodium cyanoborohydride), C(C)(=O)O (acetic acid). Run in CO (methanol). Procedure: T a slurry of 5-nitro-2-chloro-benzaldehyde (1.5 g, 0.0078 mol), 2-aminoethanethiol hydrochloride (2.73 g, 0.023 mol), sodium cyanoborohydride (0.49 g, 0.0078 mol) in anhydrous methanol (30 mL) was added acetic acid (5 mL) and stirred 24 hrs. The mixture was evaporated and the residue triturated with isopropanol giving 2-(2-chloro-5-nitro-benzylamino)-ethanethiol hydrochloride (0.87 g, 45%) as a white solid. MP: 228-231° C.; 1H-NMR (DMSO-d6) δ 9.76-82 (br, 2H), 8.75 (s, 1H), 8.28-31 (d, 1H), 7.8... The yield is 78.8%. Reactants: ClCCl, [Cu], Fc1cc(C(F)(F)F)cnc1F, Sc1ccccc1. Product: Fc1cc(C(F)(F)F)cnc1Sc1ccccc1. RXN SMILES: [CH2:20]([Cl:21])[Cl:22].[Cu:23].[F:1][c:2]1[n:3][cH:4][c:5]([C:9]([F:10])([F:11])[F:12])[cH:6][c:7]1[F:8].[SH:13][c:14]1[cH:15][cH:16][cH:17][cH:18][cH:19]1>>[c:2]1([S:13][c:14]2[cH:15][cH:16][cH:17][cH:18][cH:19]2)[n:3][cH:4][c:5]([C:9]([F:10])([F:11])[F:12])[cH:6][c:7]1[F:8]. Reactants: O=C([O-])[O-], CN1CCCNCC1, CS(C)=O, N#Cc1ccc(F)cc1, [K+], [K+], O. Product: CN1CCCN(c2ccc(C#N)cc2)CC1. Reaction SMILES: [C:18](=[O:19])([O-:20])[O-:21].[CH3:10][N:11]1[CH2:12][CH2:13][NH:14][CH2:15][CH2:16][CH2:17]1.[CH3:25][S:26]([CH3:27])=[O:28].[F:1][c:2]1[cH:3][cH:4][c:5]([C:6]#[N:7])[cH:8][cH:9]1.[K+:22].[K+:23].[OH2:24]>>[c:2]1([N:14]2[CH2:13][CH2:12][N:11]([CH3:10])[CH2:17][CH2:16][CH2:15]2)[cH:3][cH:4][c:5]([C:6]#[N:7])[cH:8][cH:9]1. Reactants: O (water), NCCCNC(=O)C1=CC2=NC=CC(=C2S1)OC1=CC(=C(C=C1)NC(=O)NC1=C(C=CC(=C1)C)F)F (N-(3-aminopropyl)-7-[3-fluoro-4-({[(2-fluoro-5-methylphenyl)amino]carbonyl}amino)phenoxy]thieno[3,2-b]pyridine-2-carboxamide), C(C)(C)N(C(C)C)CC (N,N-diisopropylethylamine), BrCC(=O)OC (methyl bromoacetate). Solvent: CN(C)C=O (DMF). Run at time 50 minute. Product: FC=1C=C(OC2=C3C(=NC=C2)C=C(S3)C(=O)NCCCNCC(=O)OC)C=CC1NC(=O)NC1=C(C=CC(=C1)C)F (methyl ({3-[({7-[3-fluoro-4-({[(2-fluoro-5-methylphenyl)amino]carbonyl}amino)phenoxy]thieno[3,2-b]pyridin-2-yl}carbonyl)amino]propyl}amino)acetate). Reaction SMILES: [NH2:1][CH2:2][CH2:3][CH2:4][NH:5][C:6]([C:8]1[S:16][C:15]2[C:10](=[N:11][CH:12]=[CH:13][C:14]=2[O:17][C:18]2[CH:23]=[CH:22][C:21]([NH:24][C:25]([NH:27][C:28]3[CH:33]=[C:32]([CH3:34])[CH:31]=[CH:30][C:29]=3[F:35])=[O:26])=[C:20]([F:36])[CH:19]=2)[CH:9]=1)=[O:7].C(N(CC)C(C)C)(C)C.Br[CH2:47][C:48]([O:50][CH3:51])=[O:49].O>CN(C=O)C>[F:36][C:20]1[CH:19]=[C:18]([CH:23]=[CH:22][C:21]=1[NH:24][C:25]([NH:27][C:28]1[CH:33]=[C:32]([CH3:34])[CH:31]=[CH:30][C:29]=1[F:35])=[O:26])[O:17][C:14]1[CH:13]=[CH:12][N:11]=[C:10]2[CH:9]=[C:8]([C:6]([NH:5][CH2:4][CH2:3][CH2:2][NH:1][CH2:47][C:48]([O:50][CH3:51])=[O:49])=[O:7])[S:16][C:15]=12. Procedure details: To a stirred solution of N-(3-aminopropyl)-7-[3-fluoro-4-({[(2-fluoro-5-methylphenyl)amino]carbonyl}amino)phenoxy]thieno[3,2-b]pyridine-2-carboxamide (125 mg, 0.24 mmol) and N,N-diisopropylethylamine (46 mg, 0.36 mmol) in 10 ml of anhydrous DMF was added methyl bromoacetate (36 mg, 0.24 mmol). The mixture was stirred at room temperature for 50 minutes and poured into 100 ml of water with vigorous stirring. The precipitates were filtered and dried in vacuo to give the crude, which was purified by...